From a dataset of the Open Reaction Database (ORD), a public repository of structured organic reaction records. describe an organic reaction: reactants, conditions, products, and yield Reactants: C(CCC(=O)[O-])(=O)[O-] (succinate), C(CN(CC(=O)O)CC(=O)O)N(CC(=O)O)CC(=O)O (EDTA), C1CC(CCC1CN2C(=O)C=CC2=O)C(=O)ON3C(=O)CC(C3=O)S(=O)(=O)O (sulfosuccinimidyl 4-(N-maleimidomethyl)cyclohexane-1-carboxylate), C1CC(CCC1CN2C(=O)C=CC2=O)C(=O)ON3C(=O)CC(C3=O)S(=O)(=O)O (sulfo-SMCC), C1CC(CCC1CN2C(=O)C=CC2=O)C(=O)ON3C(=O)CC(C3=O)S(=O)(=O)[O-].[Na+] (Sulfo-SMCC), thiol. The solvent is CC(=O)N(C)C (DMA), C1CN(CCN1CCCS(=O)(=O)O)CCO (EPPS), CC(=O)N(C)C (DMA). The product is C1CC(CCC1CN2C(=O)C=CC2=O)C(=O)ON3C(=O)CCC3=O (SMCC). RXN SMILES: [CH2:1]1[CH:6]([CH2:7][N:8]2[C:13](=[O:14])[CH:12]=[CH:11][C:9]2=[O:10])[CH2:5][CH2:4][CH:3]([C:15]([O:17][N:18]2[C:23](=[O:24])[CH:22](S(O)(=O)=O)[CH2:21][C:19]2=[O:20])=[O:16])[CH2:2]1.C1C(CN2C(=O)C=CC2=O)CCC(C(ON2C(=O)C(S([O-])(=O)=O)CC2=O)=O)C1.[Na+].C([O-])(=O)CCC([O-])=O.C(N(CC(O)=O)CC(O)=O)CN(CC(O)=O)CC(O)=O>CC(N(C)C)=O.C1N(CCCS(O)(=O)=O)CCN(CCO)C1>[CH2:1]1[CH:6]([CH2:7][N:8]2[C:13](=[O:14])[CH:12]=[CH:11][C:9]2=[O:10])[CH2:5][CH2:4][CH:3]([C:15]([O:17][N:18]2[C:19](=[O:20])[CH2:21][CH2:22][C:23]2=[O:24])=[O:16])[CH2:2]1 |f:1.2|. Procedure details: The conjugates of the present invention can also be prepared by in situ process according to the following procedures. Antibodies (21 clones) were conjugated to DM1 using the sulfosuccinimidyl 4-(N-maleimidomethyl)cyclohexane-1-carboxylate (sulfo-SMCC) linker Stock solutions of DM1 and sulfo-SMCC heterobifunctional linker were prepared in DMA. Sulfo-SMCC and DM1 thiol were mixed together to react for 10 minutes at 25° C. in DMA containing 40% v/v of aqueous 50 mM succinate buffer, 2 mM EDTA, pH ... Starting materials: C(C=C)#N (Acrylonitrile), C1(=CC=CC=C1)C1CCNCC1 (4-phenylpiperidine). Solvent: CCO (EtOH). Reaction conditions: time 1.5 hour. The product is C1(=CC=CC=C1)C1CCN(CC1)CCC#N (3-(4-Phenylpiperidin-1-yl)propionitrile). Isolated yield 98.5%. Reaction SMILES: [C:1](#[N:4])[CH:2]=[CH2:3].[C:5]1([CH:11]2[CH2:16][CH2:15][NH:14][CH2:13][CH2:12]2)[CH:10]=[CH:9][CH:8]=[CH:7][CH:6]=1>CCO>[C:5]1([CH:11]2[CH2:12][CH2:13][N:14]([CH2:3][CH2:2][C:1]#[N:4])[CH2:15][CH2:16]2)[CH:10]=[CH:9][CH:8]=[CH:7][CH:6]=1. Reported procedure: Acrylonitrile (3.1 mL, 44 mmol, 2.5 equiv) was added to a solution of 4-phenylpiperidine (3.0 g, 18 mmol, 1.0 equiv) in EtOH (40 mL) and the mixture was stirred at room temperature for 1.5 hours. The volatiles were removed to give 3.8 g of pure product (brown oil, 99%), which was characterized spectroscopically. The reactants are C(CC#C)N1C(C=2C(C1=O)=CC=CC2)=O (N-(3-butynyl)phthalimide), O1CCCC1 (tetrahydrofuran), C(C1=CC=CC=C1)C=1SC=C(N1)Br (2-benzyl-4-bromothiazole). The reagents and catalysts are Cl[Pd]([P](C1=CC=CC=C1)(C2=CC=CC=C2)C3=CC=CC=C3)([P](C4=CC=CC=C4)(C5=CC=CC=C5)C6=CC=CC=C6)Cl (dichlorobis(triphenylphosphine)palladium), [Cu](I)I (copper iodide). The solvent is C(C)N(CC)CC (triethylamine). Yields the product C(C1=CC=CC=C1)C=1SC=C(N1)C#CCCN1C(C2=CC=CC=C2C1=O)=O (2-[4-(2-Benzylthiazol-4-yl)-3-butynyl]isoindole-1,3-dione). The yield is 66.9%. Reaction SMILES: [CH2:1]([N:5]1[C:9](=[O:10])[C:8]2=[CH:11][CH:12]=[CH:13][CH:14]=[C:7]2[C:6]1=[O:15])[CH2:2][C:3]#[CH:4].O1CCCC1.[CH2:21]([C:28]1[S:29][CH:30]=[C:31](Br)[N:32]=1)[C:22]1[CH:27]=[CH:26][CH:25]=[CH:24][CH:23]=1>Cl[Pd](Cl)([P](C1C=CC=CC=1)(C1C=CC=CC=1)C1C=CC=CC=1)[P](C1C=CC=CC=1)(C1C=CC=CC=1)C1C=CC=CC=1.[Cu](I)I.C(N(CC)CC)C>[CH2:21]([C:28]1[S:29][CH:30]=[C:31]([C:4]#[C:3][CH2:2][CH2:1][N:5]2[C:9](=[O:10])[C:8]3[C:7](=[CH:14][CH:13]=[CH:12][CH:11]=3)[C:6]2=[O:15])[N:32]=1)[C:22]1[CH:23]=[CH:24][CH:25]=[CH:26][CH:27]=1 |^1:36,55|. Procedure details: To 143 mg of dichlorobis(triphenylphosphine)palladium, 38 mg of copper iodide, and 0.80 g of N-(3-butynyl)phthalimide were added 9 ml of tetrahydrofuran, 1.02 g of the 2-benzyl-4-bromothiazole obtained in the foregoing stage, and 2.3 ml of triethylamine in a nitrogen atmosphere, and the mixture was stirred under reflux for 4 hours. After the stirring, the reaction mixture was cooled to room temperature and the solids were filtered. After concentrating the filtrate, the residue was purified by co... Procedure: A solution of 1-(4-methoxyphenyl)cyclohexanecarbonitrile (E2) (1.092 g, 5.07 mmol) in dioxane (6 ml) to a mixture of 2 M NaOH in water (150 ml) and 30% H2O2 in water (7.5 ml) was added and the resultant suspension was stirred under reflux for 4 days. The pH of the reaction medium was brought to pH 1 with conc. HCl (ca. 30 ml) and the obtained mixture was extracted with ethyl acetate (4×80 ml). The combined organic extract was washed with brine (50 ml) and dried (Na2SO4). The solvent was evaporat... Yield: 71.0%. Solvent: O1CCOCC1 (dioxane), OO (H2O2). Yields the product COC1=CC=C(C=C1)C1(CCCCC1)C(=O)O (1-(4-Methoxyphenyl)cyclohexanecarboxylic acid). As a reaction SMILES: [CH3:1][O:2][C:3]1[CH:8]=[CH:7][C:6]([C:9]2([C:15]#N)[CH2:14][CH2:13][CH2:12][CH2:11][CH2:10]2)=[CH:5][CH:4]=1.[OH-:17].[Na+].Cl.[OH2:20]>O1CCOCC1.OO>[CH3:1][O:2][C:3]1[CH:8]=[CH:7][C:6]([C:9]2([C:15]([OH:20])=[O:17])[CH2:14][CH2:13][CH2:12][CH2:11][CH2:10]2)=[CH:5][CH:4]=1 |f:1.2|. The reactants are Cl (HCl), resultant suspension, COC1=CC=C(C=C1)C1(CCCCC1)C#N (1-(4-Methoxyphenyl)cyclohexanecarbonitrile), [OH-].[Na+] (NaOH), O (water), O (water). The reactants are CCOC(OCC)c1cc2ccc(C(=O)O)cc2o1, Cl, Cl, NC1CN2CCC1CC2. Product: CCOC(OCC)c1cc2ccc(C(=O)NC3CN4CCC3CC4)cc2o1, Cl. As a reaction SMILES: [CH2:1]([CH3:2])[O:3][CH:4]([c:5]1[o:6][c:7]2[c:8]([cH:9]1)[cH:10][cH:11][c:12]([C:14](=[O:15])[OH:16])[cH:13]2)[O:17][CH2:18][CH3:19].[ClH:20].[ClH:21].[NH2:22][CH:23]1[CH2:24][N:25]2[CH2:26][CH2:27][CH:28]1[CH2:29][CH2:30]2>>[CH2:1]([CH3:2])[O:3][CH:4]([c:5]1[o:6][c:7]2[c:8]([cH:9]1)[cH:10][cH:11][c:12]([C:14](=[O:16])[NH:22][CH:23]1[CH2:24][N:25]3[CH2:26][CH2:27][CH:28]1[CH2:29][CH2:30]3)[cH:13]2)[O:17][CH2:18][CH3:19].[ClH:20]. Reaction conditions: time 2 hour. Product: FC1=CC=C(C=C1)N1N=CC=2C=[N+](C=CC21)[O-] (1-(4-fluorophenyl)-1H-pyrazolo[4,3-c]pyridine 5-oxide). Starting materials: FC1=CC=C(C=C1)N1N=CC=2C=NC=CC21 (1-(4-fluorophenyl)-1H-pyrazolo[4,3-c]pyridine), ClC1=CC(=CC=C1)C(=O)OO (m-chloroperbenzoic acid). RXN SMILES: [F:1][C:2]1[CH:7]=[CH:6][C:5]([N:8]2[C:16]3[CH:15]=[CH:14][N:13]=[CH:12][C:11]=3[CH:10]=[N:9]2)=[CH:4][CH:3]=1.ClC1C=CC=C(C(OO)=[O:25])C=1>ClCCl.CCOC(C)=O.O>[F:1][C:2]1[CH:3]=[CH:4][C:5]([N:8]2[C:16]3[CH:15]=[CH:14][N+:13]([O-:25])=[CH:12][C:11]=3[CH:10]=[N:9]2)=[CH:6][CH:7]=1. Solvent: CCOC(=O)C (EtOAc), O (water), ClCCl (dichloromethane). Procedure: To a solution of 1-(4-fluorophenyl)-1H-pyrazolo[4,3-c]pyridine (0.920 g, 4.31 mmol) in dichloromethane (50 mL) was added 65% m-chloroperbenzoic acid (1.26 g, 4.75 mmol). After 2 hours, the mixture was diluted with EtOAc and water. The organic layer was washed with saturated aqueous NaHCO3, brine, dried over sodium sulfate, filter and concentrated to afford 1-(4-fluorophenyl)-1H-pyrazolo[4,3-c]pyridine 5-oxide. Reactants: CC(C)(C)C(=O)C(=Cc1ccc(Cl)cc1)n1cncn1, CC(C)(C)C(=O)C(=Cc1ccc(Cl)cc1Cl)n1cncn1, Cl, Cl, Cl, Cl, Cl, CC(N)C(O)(Cc1ccccc1)Cc1ccccc1, NC(CO)Cc1ccccc1, CC(C)CC(N)C(O)(c1ccccc1)c1ccccc1, CC(N)C(O)(c1ccccc1)c1ccccc1, CC(C)C(N)C(O)(c1ccccc1)c1ccccc1. The product is CC(C)(C)C(O)C(=Cc1ccc(Cl)cc1Cl)n1cncn1. As a reaction SMILES: [Cl:1][c:2]1[cH:3][cH:4][c:5]([CH:6]=[C:7]([n:8]2[cH:9][n:10][cH:11][n:12]2)[C:13](=[O:14])[C:15]([CH3:16])([CH3:17])[CH3:18])[cH:19][cH:20]1.[Cl:21][c:22]1[c:23]([CH:29]=[C:30]([C:31]([C:32]([CH3:33])([CH3:34])[CH3:35])=[O:36])[n:37]2[n:38][cH:39][n:40][cH:41]2)[cH:24][cH:25][c:26]([Cl:28])[cH:27]1.[ClH:101].[ClH:121].[ClH:42].[ClH:63].[ClH:81].[NH2:102][CH:103]([CH3:104])[C:105]([CH2:106][c:107]1[cH:108][cH:109][cH:110][cH:111][cH:112]1)([CH2:113][c:114]1[cH:115][cH:116][cH:117][cH:118][cH:119]1)[OH:120].[NH2:122][CH:123]([CH2:124][c:125]1[cH:126][cH:127][cH:128][cH:129][cH:130]1)[CH2:131][OH:132].[NH2:43][CH:44]([CH2:45][CH:46]([CH3:47])[CH3:48])[C:49]([c:50]1[cH:51][cH:52][cH:53][cH:54][cH:55]1)([c:56]1[cH:57][cH:58][cH:59][cH:60][cH:61]1)[OH:62].[NH2:64][CH:65]([CH3:66])[C:67]([c:68]1[cH:69][cH:70][cH:71][cH:72][cH:73]1)([c:74]1[cH:75][cH:76][cH:77][cH:78][cH:79]1)[OH:80].[NH2:82][CH:83]([CH:84]([CH3:85])[CH3:86])[C:87]([c:88]1[cH:89][cH:90][cH:91][cH:92][cH:93]1)([c:94]1[cH:95][cH:96][cH:97][cH:98][cH:99]1)[OH:100]>>[Cl:21][c:22]1[c:23]([CH:29]=[C:30]([CH:31]([C:32]([CH3:33])([CH3:34])[CH3:35])[OH:36])[n:37]2[n:38][cH:39][n:40][cH:41]2)[cH:24][cH:25][c:26]([Cl:28])[cH:27]1. The reactants are C(CCCCCCC)C1=CC=C(C(=O)NC2=C(C=CC(=C2)C2=CC=C(C=C2)CCCCCCCCCC)O)C=C1 (2-(4-octylbenzoylamino)-4-(4-decylphenyl)phenol), C1(=CC=C(C=C1)S(=O)(=O)O)C (p-toluenesulfonic acid). Solvent: ClC1=C(C=CC=C1)Cl (o-dichlorobenzene), ClC1=C(C=CC=C1)Cl (o-dichlorobenzene). Run at time 40 minute. The product is C(CCCCCCC)C1=CC=C(C=C1)C=1OC2=C(N1)C=C(C=C2)C2=CC=C(C=C2)CCCCCCCCCC (2-(4-octylphenyl)-5-(4-decylphenyl)benzoxazole). Isolated yield 156.8%. RXN SMILES: [CH2:1]([C:9]1[CH:40]=[CH:39][C:12]([C:13]([NH:15][C:16]2[CH:21]=[C:20]([C:22]3[CH:27]=CC(CCCCCCCCCC)=[CH:24][CH:23]=3)[CH:19]=[CH:18][C:17]=2[OH:38])=O)=[CH:11][CH:10]=1)[CH2:2]CCCCCC.[C:41]1([CH3:51])[CH:46]=[CH:45][C:44](S(O)(=O)=O)=[CH:43][CH:42]=1>ClC1C=CC=CC=1Cl>[CH2:1]([C:9]1[CH:10]=[CH:11][C:12]([C:13]2[O:38][C:17]3[CH:18]=[CH:19][C:20]([C:22]4[CH:27]=[CH:2][C:1]([CH2:9][CH2:10][CH2:11][CH2:42][CH2:43][CH2:44][CH2:45][CH2:46][CH2:41][CH3:51])=[CH:24][CH:23]=4)=[CH:21][C:16]=3[N:15]=2)=[CH:39][CH:40]=1)[CH2:2][CH2:19][CH2:18][CH2:17][CH2:16][CH2:21][CH3:20]. Procedure: Step iv) In a 50 ml-round-bottomed flask, 1.30 g (2.40 mM) of 2-(4-octylbenzoylamino)-4-(4-decylphenyl)phenol, 0.13 g (0.68 mM) of p-toluenesulfonic acid and 20 ml of o-dichlorobenzene were placed, followed by stirring for 40 min. at 189°-192° C. After the reaction, o-dichlorobenzene was distilled off under reduced pressure. The residue was purified by silica gel column chromatography (eluent: toluene) to obtain 0.62 g of 2-(4-octylphenyl)-5-(4-decylphenyl)benzoxazole (yield: 49.3%). ##STR19## Starting materials: N#Cc1cccc(Br)c1, Cc1ncc[nH]1, [K+], [K+], O=C([O-])[O-], c1ccncc1. Product: Cc1nccn1-c1cccc(C#N)c1. As a reaction SMILES: [Br:7][c:8]1[cH:9][c:10]([C:11]#[N:12])[cH:13][cH:14][cH:15]1.[CH3:1][c:2]1[nH:3][cH:4][cH:5][n:6]1.[K+:16].[K+:17].[O-:18][C:19]([O-:20])=[O:21].[cH:22]1[cH:23][cH:24][n:25][cH:26][cH:27]1>>[CH3:1][c:2]1[n:3](-[c:8]2[cH:9][c:10]([C:11]#[N:12])[cH:13][cH:14][cH:15]2)[cH:4][cH:5][n:6]1.